This data is from the Open Reaction Database (ORD), a public repository of structured organic reaction records. The task is: describe an organic reaction: reactants, conditions, products, and yield Reactants: C(#C)C=1C=C(N)C=CC1 (3-ethynylaniline), IC=1C=C(C=CC1)NC(OC(C)(C)C)=O (tert-butyl (3-iodophenyl)carbamate), C(C)(C)N(C(C)C)CC (N,N-diisopropylethylamine). Reagents/catalysts: Cl[Pd]([P](C1=CC=CC=C1)(C2=CC=CC=C2)C3=CC=CC=C3)([P](C4=CC=CC=C4)(C5=CC=CC=C5)C6=CC=CC=C6)Cl (bis(triphenylphosphine)palladium(II) chloride), [Cu]I (copper(I) iodide). Solvent: O (water), C1CCOC1 (THF). Run at temperature 25 celsius, time 8 hour. The product is NC=1C=C(C=CC1)C#CC=1C=C(C=CC1)NC(OC(C)(C)C)=O (tert-Butyl {3-[(3-aminophenyl)ethynyl]phenyl}carbamate). The yield is 49.0%. RXN SMILES: [C:1]([C:3]1[CH:4]=[C:5]([CH:7]=[CH:8][CH:9]=1)[NH2:6])#[CH:2].I[C:11]1[CH:12]=[C:13]([NH:17][C:18](=[O:24])[O:19][C:20]([CH3:23])([CH3:22])[CH3:21])[CH:14]=[CH:15][CH:16]=1.C(N(CC)C(C)C)(C)C>C1COCC1.O.Cl[Pd](Cl)([P](C1C=CC=CC=1)(C1C=CC=CC=1)C1C=CC=CC=1)[P](C1C=CC=CC=1)(C1C=CC=CC=1)C1C=CC=CC=1.[Cu]I>[NH2:6][C:5]1[CH:4]=[C:3]([C:1]#[C:2][C:11]2[CH:12]=[C:13]([NH:17][C:18](=[O:24])[O:19][C:20]([CH3:22])([CH3:21])[CH3:23])[CH:14]=[CH:15][CH:16]=2)[CH:9]=[CH:8][CH:7]=1 |^1:42,61|. Procedure: A solution of 3-ethynylaniline (1.16 g, 9.87 mmol) and tert-butyl (3-iodophenyl)carbamate (3.0 g, 9.4 mmol) in THF (28 mL) was treated with bis(triphenylphosphine)palladium(II) chloride (330 mg, 0.47 mmol), copper(I) iodide (140 mg, 0.75 mmol) and N,N-diisopropylethylamine (3.27 ml, 18.8 mmol), and stirred at 25° C. overnight. The reaction was diluted with water and extracted with ethyl acetate three times. The combined organic solutions were dried with sodium sulfate, filtered, and concentrated... The reactants are CCOC(=O)N1C(=O)c2ccccc2C1=O, COC(=O)CC(N)c1ccc(OC)c(OC)c1, [Na+], [Na+], O=C([O-])[O-]. Product: COC(=O)CC(c1ccc(OC)c(OC)c1)N1C(=O)c2ccccc2C1=O. RXN SMILES: [C:24]([N:25]1[C:30](=[O:39])[c:31]2[c:32]([cH:35][cH:36][cH:37][cH:38]2)[C:33]1=[O:34])([O:26][CH2:27][CH3:28])=[O:29].[NH2:1][CH:2]([CH2:3][C:4](=[O:5])[O:6][CH3:7])[c:8]1[cH:9][c:10]([O:16][CH3:17])[c:11]([O:14][CH3:15])[cH:12][cH:13]1.[Na+:18].[Na+:19].[O-:20][C:21](=[O:22])[O-:23]>>[N:1]1([CH:2]([CH2:3][C:4](=[O:5])[O:6][CH3:7])[c:8]2[cH:9][c:10]([O:16][CH3:17])[c:11]([O:14][CH3:15])[cH:12][cH:13]2)[C:30](=[O:39])[c:31]2[c:32]([cH:35][cH:36][cH:37][cH:38]2)[C:33]1=[O:34]. The reactants are C(#N)C1=CC=C(OC=2C=C(C(=O)O)C=C(C2)OCC2=CC(=CC=C2)[N+](=O)[O-])C=C1 (3-(4-cyano phenoxy)-5-(3-nitro benzyloxy)benzoic acid), C(C)(C)(C)OC(NC1CCC(CC1)N)=O ((4-amino-cyclohexyl)-carbamic acid tert-butyl ester). Yields the product C(C)(C)(C)OC(NC1CCC(CC1)NC(C1=CC(=CC(=C1)OCC1=CC(=CC=C1)[N+](=O)[O-])OC1=CC=C(C=C1)C#N)=O)=O ({4-[3-(4-cyanophenoxy)-5-(3-nitrobenzyloxy)benzoylamino]cyclohexyl}-carbamic Acid Tert-butyl Ester). Yield: 72.8%. Reaction SMILES: [C:1]([C:3]1[CH:29]=[CH:28][C:6]([O:7][C:8]2[CH:9]=[C:10]([CH:14]=[C:15]([O:17][CH2:18][C:19]3[CH:24]=[CH:23][CH:22]=[C:21]([N+:25]([O-:27])=[O:26])[CH:20]=3)[CH:16]=2)[C:11]([OH:13])=O)=[CH:5][CH:4]=1)#[N:2].[C:30]([O:34][C:35](=[O:44])[NH:36][CH:37]1[CH2:42][CH2:41][CH:40]([NH2:43])[CH2:39][CH2:38]1)([CH3:33])([CH3:32])[CH3:31]>>[C:30]([O:34][C:35](=[O:44])[NH:36][CH:37]1[CH2:38][CH2:39][CH:40]([NH:43][C:11](=[O:13])[C:10]2[CH:14]=[C:15]([O:17][CH2:18][C:19]3[CH:24]=[CH:23][CH:22]=[C:21]([N+:25]([O-:27])=[O:26])[CH:20]=3)[CH:16]=[C:8]([O:7][C:6]3[CH:28]=[CH:29][C:3]([C:1]#[N:2])=[CH:4][CH:5]=3)[CH:9]=2)[CH2:41][CH2:42]1)([CH3:33])([CH3:31])[CH3:32]. Procedure: Following the procedure of Example 5(c) 3-(4-cyano phenoxy)-5-(3-nitro benzyloxy)benzoic acid 1.1 g (2.81 mmol) and (4-amino-cyclohexyl)-carbamic acid tert-butyl ester (0.6 g, 2.81 mmol) were used to afford 1.2 g of the required product. 1H NMR (DMSO-d6): δ 1.2 (4H, m), 1.4 (9H, s), 1.8 (4H, m), 3.2 (1H, m), 3.7 (1H, m), 5.35 (2H, s), 6.78 (1H, d), 7.04 (1H, s), 7.12 (2H, d), 7.22 (1H, s), 7.46 (1H, s), 7.72 (1H, t), 7.9 (3H, d), 8.2 (1H, d), 8.34 (2H, m). Starting materials: CCC(C)O, Cc1ccccc1, CC(C)(C)OC(=O)N1CCOc2nc(Cl)ccc2C1, [H-], [Na+], O=C(C=Cc1ccccc1)C=Cc1ccccc1, O=C(C=Cc1ccccc1)C=Cc1ccccc1, O=C(C=Cc1ccccc1)C=Cc1ccccc1, O, [Pd], [Pd], c1ccc(P(c2ccccc2)c2ccc3ccccc3c2-c2c(P(c3ccccc3)c3ccccc3)ccc3ccccc23)cc1. Yields the product CCC(C)Oc1ccc2c(n1)OCCN(C(=O)OC(C)(C)C)C2. Reaction SMILES: [CH3:1][CH2:2][CH:3]([CH3:4])[OH:5].[CH3:73][c:74]1[cH:75][cH:76][cH:77][cH:78][cH:79]1.[Cl:8][c:9]1[cH:10][cH:11][c:12]2[c:18]([n:19]1)[O:17][CH2:16][CH2:15][N:14]([C:20](=[O:21])[O:22][C:23]([CH3:24])([CH3:25])[CH3:26])[CH2:13]2.[H-:6].[Na+:7].[O:100]=[C:101]([CH:102]=[CH:103][c:104]1[cH:105][cH:106][cH:107][cH:108][cH:109]1)[CH:110]=[CH:111][c:112]1[cH:113][cH:114][cH:115][cH:116][cH:117]1.[O:118]=[C:119]([CH:120]=[CH:121][c:122]1[cH:123][cH:124][cH:125][cH:126][cH:127]1)[CH:128]=[CH:129][c:130]1[cH:131][cH:132][cH:133][cH:134][cH:135]1.[O:82]=[C:83]([CH:84]=[CH:85][c:86]1[cH:87][cH:88][cH:89][cH:90][cH:91]1)[CH:92]=[CH:93][c:94]1[cH:95][cH:96][cH:97][cH:98][cH:99]1.[OH2:136].[Pd:80].[Pd:81].[cH:27]1[cH:28][cH:29][c:30]([P:31]([c:32]2[cH:33][cH:34][c:35]3[c:36]([cH:37][cH:38][cH:39][cH:40]3)[c:41]2-[c:42]2[c:43]3[c:44]([cH:45][cH:46][cH:47][cH:48]3)[cH:49][cH:50][c:51]2[P:52]([c:53]2[cH:54][cH:55][cH:56][cH:57][cH:58]2)[c:59]2[cH:60][cH:61][cH:62][cH:63][cH:64]2)[c:65]2[cH:66][cH:67][cH:68][cH:69][cH:70]2)[cH:71][cH:72]1>>[CH3:1][CH2:2][CH:3]([CH3:4])[O:5][c:9]1[cH:10][cH:11][c:12]2[c:18]([n:19]1)[O:17][CH2:16][CH2:15][N:14]([C:20](=[O:21])[O:22][C:23]([CH3:24])([CH3:25])[CH3:26])[CH2:13]2. Reactants: Cl (hydrochloric acid), N(=O)[O-].[Na+] (sodium nitrite), C(C=C)(=O)OCC (ethyl acrylate), cuprous oxide, C(C)(=O)OC=1C(=C2CCC(OC2=C(C1C)C)(C)COC1=CC=C(C=C1)N)C (6-acetoxy-2-(4-aminophenoxymethyl)-2,5,7,8-tetramethylchroman). Run in O (water), CC(=O)C (acetone), O (water). Run at time 30 minute. The product is C(C)(=O)OC=1C(=C2CCC(OC2=C(C1C)C)(C)COC1=CC=C(C=C1)CC(C(=O)OCC)Cl)C (Ethyl 3-[4-(6-acetoxy-2,5,7,8-tetramethylchroman-2-ylmethoxy)phenyl]-2-chloropropionate). As a reaction SMILES: [C:1]([O:4][C:5]1[C:6]([CH3:27])=[C:7]2[C:12](=[C:13]([CH3:16])[C:14]=1[CH3:15])[O:11][C:10]([CH2:18][O:19][C:20]1[CH:25]=[CH:24][C:23](N)=[CH:22][CH:21]=1)([CH3:17])[CH2:9][CH2:8]2)(=[O:3])[CH3:2].[ClH:28].N([O-])=O.[Na+].[C:33]([O:37][CH2:38][CH3:39])(=[O:36])[CH:34]=[CH2:35]>CC(C)=O.O>[C:1]([O:4][C:5]1[C:6]([CH3:27])=[C:7]2[C:12](=[C:13]([CH3:16])[C:14]=1[CH3:15])[O:11][C:10]([CH2:18][O:19][C:20]1[CH:25]=[CH:24][C:23]([CH2:35][CH:34]([Cl:28])[C:33]([O:37][CH2:38][CH3:39])=[O:36])=[CH:22][CH:21]=1)([CH3:17])[CH2:9][CH2:8]2)(=[O:3])[CH3:2] |f:2.3|. Procedure details: 17.5 g of 6-acetoxy-2-(4-aminophenoxymethyl)-2,5,7,8-tetramethylchroman (prepared as described in Preparation 50) were dissolved in a mixture of 130 ml of acetone and 30 ml of water. 13 ml of concentrated hydrochloric acid, and then 8.5 ml of water containing 4.3 g of sodium nitrite, was added dropwise to this solution in an ice bath. A further 37.3 ml of ethyl acrylate were then added dropwise, and then the reaction mixture was heated to 40°-43° C.; at this temperature, 680 mg of cuprous oxide ... Starting materials: Cc1cc(C(N)=O)nc(NC(C)C)n1, ClCCl, c1ccncc1. Yields the product Cc1cc(C#N)nc(NC(C)C)n1. Reaction SMILES: [CH:1]([CH3:2])([CH3:3])[NH:4][c:5]1[n:6][c:7]([CH3:14])[cH:8][c:9]([C:11](=[O:12])[NH2:13])[n:10]1.[Cl:21][CH2:22][Cl:23].[cH:15]1[cH:16][cH:17][n:18][cH:19][cH:20]1>>[CH:1]([CH3:2])([CH3:3])[NH:4][c:5]1[n:6][c:7]([CH3:14])[cH:8][c:9]([C:11]#[N:13])[n:10]1.